This data is from the Open Reaction Database (ORD), a public repository of structured organic reaction records. The task is: describe an organic reaction: reactants, conditions, products, and yield Conditions: time 10 minute. The solvent is CN(C)C=O (DMF). Procedure details: To a solution of methyl 3-cyclohexyl-2-(4,5-dibromo-1-((2-(trimethylsilyl)ethoxy)methyl)-1H-imidazol-2-yl)-1H-indole-6-carboxylate (428 mg, 0.7 mmol) in dry DMF (5 mL) was added KH (30% in oil, 0.8 mmol, 109 mg) proportion-wise at RT. The mixture was stirred at RT for 10 min until no further effervescence was observed. Allyl bromide (420 mg, 3.5 mmol) was added and the resulting mixture was stirred at RT for 15 min. Methylene chloride (10 mL) was added and the solution was washed with 1N HCl (3×... Reactants: C(C=C)Br (Allyl bromide), C1(CCCCC1)C1=C(NC2=CC(=CC=C12)C(=O)OC)C=1N(C(=C(N1)Br)Br)COCC[Si](C)(C)C (methyl 3-cyclohexyl-2-(4,5-dibromo-1-((2-(trimethylsilyl)ethoxy)methyl)-1H-imidazol-2-yl)-1H-indole-6-carboxylate), C(Cl)Cl (Methylene chloride). RXN SMILES: [CH:1]1([C:7]2[C:15]3[C:10](=[CH:11][C:12]([C:16]([O:18][CH3:19])=[O:17])=[CH:13][CH:14]=3)[NH:9][C:8]=2[C:20]2[N:21]([CH2:27][O:28][CH2:29][CH2:30][Si:31]([CH3:34])([CH3:33])[CH3:32])[C:22]([Br:26])=[C:23]([Br:25])[N:24]=2)[CH2:6][CH2:5][CH2:4][CH2:3][CH2:2]1.[CH2:35](Br)[CH:36]=[CH2:37].C(Cl)Cl>CN(C=O)C>[CH2:37]([N:9]1[C:10]2[C:15](=[CH:14][CH:13]=[C:12]([C:16]([O:18][CH3:19])=[O:17])[CH:11]=2)[C:7]([CH:1]2[CH2:6][CH2:5][CH2:4][CH2:3][CH2:2]2)=[C:8]1[C:20]1[N:21]([CH2:27][O:28][CH2:29][CH2:30][Si:31]([CH3:33])([CH3:32])[CH3:34])[C:22]([Br:26])=[C:23]([Br:25])[N:24]=1)[CH:36]=[CH2:35]. Yields the product C(C=C)N1C(=C(C2=CC=C(C=C12)C(=O)OC)C1CCCCC1)C=1N(C(=C(N1)Br)Br)COCC[Si](C)(C)C (Methyl 1-allyl-3-cyclohexyl-2-(4,5-dibromo-1-((2-(trimethylsilyl)ethoxy)methyl)-1H-imidazol-2-yl)-1H-indole-6-carboxylate). Reactants: C(C)(=O)O[C@@H]1CN(CC1)CC#CCN1C(CCC1)=O ((S)-1-[4-[3-(Acetyloxy)-1-pyrrolidinyl]-2-butynyl]-2-pyrrolidinone), C(C)(=O)O[C@H]1CN(CC1)CC#CCN1C(CCC1)=O ((R)-1-[4-[3-(acetyloxy)-1-pyrrolidinyl]-2-butynyl]-2-pyrrolidinone). Yields the product C(C)(=O)O[C@@H]1CN(CC1)CC#CCN1C(CCC1)=O ((S)-1-[4-[3-(Acetyloxy)-1-pyrrolidinyl]-2-butynyl]-2-pyrrolidinone), O[C@H]1C(N(CC1)CC#CCN1CCCC1)=O ((R)-3-Hydroxy-1-[4-(1-pyrrolidinyl)-2-butynyl]-2-pyrrolidinone), OC1CN(CC1)CC#CCN1C(CCC1)=O ((Racemic)-1-[4-(3-Hydroxy-1-pyrrolidinyl)-2-butynyl]-2-pyrrolidinone). As a reaction SMILES: [C:1]([O:4][C@H:5]1[CH2:9][CH2:8][N:7]([CH2:10][C:11]#[C:12][CH2:13][N:14]2[CH2:18][CH2:17][CH2:16][C:15]2=[O:19])[CH2:6]1)(=[O:3])[CH3:2].C([O:23][C@@H:24]1[CH2:28][CH2:27][N:26]([CH2:29][C:30]#[C:31][CH2:32][N:33]2[CH2:37][CH2:36][CH2:35][C:34]2=[O:38])[CH2:25]1)(=O)C>>[C:1]([O:4][C@H:5]1[CH2:9][CH2:8][N:7]([CH2:10][C:11]#[C:12][CH2:13][N:14]2[CH2:18][CH2:17][CH2:16][C:15]2=[O:19])[CH2:6]1)(=[O:3])[CH3:2].[OH:3][C@@H:35]1[CH2:36][CH2:37][N:33]([CH2:32][C:31]#[C:30][CH2:29][N:26]2[CH2:27][CH2:28][CH2:24][CH2:25]2)[C:34]1=[O:38].[OH:23][CH:24]1[CH2:28][CH2:27][N:26]([CH2:29][C:30]#[C:31][CH2:32][N:33]2[CH2:37][CH2:36][CH2:35][C:34]2=[O:38])[CH2:25]1. Reported procedure: Following the procedure of Example 46, the (S) or (R) isomers of the desired product were prepared from (S) or (R)-1-[4-[3-(acetyloxy)-1-pyrrolidinyl]-2-butynyl]-2-pyrrolidinone. Starting materials: O1C(C=CC1=O)=O (Furan-2,5-dione), C1=CC=CC=CC1 (Cyclohepta-1,3,5-triene). Solvent: C=1(C(=CC=CC1)C)C (xylene). Conditions: temperature 144 celsius, time 5 hour. Yields the product desired products, C12C3C(OC(C3C(C3CC31)C=C2)=O)=O (rac-(1R,2S,6R,7S,8S,10R)-4-Oxatetracyclo[5.3.2.02,6.08,10]dodec-11-ene-3,5-dione). The yield is 8.5%. Reaction SMILES: [O:1]1[C:5](=[O:6])[CH:4]=[CH:3][C:2]1=[O:7].[CH:8]1[CH2:14][CH:13]=[CH:12][CH:11]=[CH:10][CH:9]=1>C1(C)C(C)=CC=CC=1>[CH:9]12[CH:8]=[CH:14][CH:13]([CH:12]3[CH:10]1[CH2:11]3)[CH:4]1[CH:3]2[C:2](=[O:7])[O:1][C:5]1=[O:6]. Reported procedure: Furan-2,5-dione (5.32 g, 54.26 mmol) was partially dissolved in xylene (100 mL). Cyclohepta-1,3,5-triene (5 g, 54.26 mmol) was added. The reaction was stirred at 144° C. for 5 h. The mixture was allowed to cool to 25° C. and concentrated in vacuo. Purification by flash column chromatography (Teledyne Isco RediSep column; 0 to 20% ethyl acetate in hexanes) afforded the desired products, rac-(1R,2R,6S,7S,8S,10R)-4-Oxatetracyclo[5.3.2.02,6.08,10]dodec-11-ene-3,5-dione (7.46 g, 39.22 mmol, 72%) and ... The reactants are CN(C=O)C (N,N-dimethylformamide), [OH-].[Na+] (sodium hydroxide), S(=O)(Cl)Cl (thionyl chloride), N1=C(C=CC=C1)C(=O)O (picolinic acid). Run in [OH-].[NH4+] (ammonium hydroxide). Reaction conditions: temperature 70 celsius, time 24 hour. The product is ClC1=CC(=NC=C1)C(=O)N (4-Chloro-2-picolinic acid amide). Reaction SMILES: C[N:2](C)[CH:3]=[O:4].S(Cl)([Cl:8])=O.[N:10]1[CH:15]=[CH:14][CH:13]=[CH:12][C:11]=1C(O)=O.[OH-].[Na+]>[OH-].[NH4+]>[Cl:8][C:13]1[CH:14]=[CH:15][N:10]=[C:11]([C:3]([NH2:2])=[O:4])[CH:12]=1 |f:3.4,5.6|. Procedure: 5.0 ml (0.16 equivalent) of N,N-dimethylformamide are added dropwise at 40° C., with stirring, to 150 ml (2.06 mol) of thionyl chloride. Then, in the course of half an hour, 50 g (0.406 mol) of picolinic acid are added. The mixture is cautiously heated to 70° C. and stirred at that temperature for 24 hours, the gases formed being conveyed away through a wash bottle charged with sodium hydroxide solution. Concentration, and coevaporation a further three times with 50 ml of toluene each time, are ... Starting materials: Brc1ccsc1, C#CCO, CC(C)NC(C)C, [Cu]I, Cl[Pd]Cl, c1ccc(P(c2ccccc2)c2ccccc2)cc1, c1ccc(P(c2ccccc2)c2ccccc2)cc1. The product is OCC#Cc1ccsc1. Reaction SMILES: [Br:1][c:2]1[cH:3][s:4][cH:5][cH:6]1.[CH2:7]([C:8]#[CH:9])[OH:10].[CH:11]([NH:12][CH:13]([CH3:14])[CH3:15])([CH3:16])[CH3:17].[Cu:59][I:60].[Pd:18]([Cl:19])[Cl:20].[c:21]1([P:22]([c:23]2[cH:24][cH:25][cH:26][cH:27][cH:28]2)[c:29]2[cH:30][cH:31][cH:32][cH:33][cH:34]2)[cH:35][cH:36][cH:37][cH:38][cH:39]1.[c:40]1([P:41]([c:42]2[cH:43][cH:44][cH:45][cH:46][cH:47]2)[c:48]2[cH:49][cH:50][cH:51][cH:52][cH:53]2)[cH:54][cH:55][cH:56][cH:57][cH:58]1>>[c:2]1([C:9]#[C:8][CH2:7][OH:10])[cH:3][s:4][cH:5][cH:6]1.